This data is from the Open Reaction Database (ORD), a public repository of structured organic reaction records. The task is: describe an organic reaction: reactants, conditions, products, and yield Starting materials: C(=O)(O)C1=CC2=C(S1)SC(=C2)C(=O)C=2C=C(C=CC2)C(C(=O)O)CCCC (2-{3-(5-Carboxy-thieno[2,3-b]thien-2-yl)carbonyl-phenyl}hexanoic acid), Cl (hydrochloric acid). The reagents and catalysts are [Cu] (copper). Run in N1=CC=CC2=CC=CC=C12 (quinoline). Run at temperature 165 celsius. Yields the product S1C(=CC2=C1SC=C2)C(=O)C=2C=C(C=CC2)C(C(=O)O)CCCC (2-{3-(thieno[2,3-b]thien-2-yl)carbonyl-phenyl}hexanoic acid). The yield is 106.0%. Reaction SMILES: C([C:4]1[S:8][C:7]2[S:9][C:10]([C:12]([C:14]3[CH:15]=[C:16]([CH:20]([CH2:24][CH2:25][CH2:26][CH3:27])[C:21]([OH:23])=[O:22])[CH:17]=[CH:18][CH:19]=3)=[O:13])=[CH:11][C:6]=2[CH:5]=1)(O)=O.Cl>N1C2C(=CC=CC=2)C=CC=1.[Cu]>[S:9]1[C:7]2[S:8][CH:4]=[CH:5][C:6]=2[CH:11]=[C:10]1[C:12]([C:14]1[CH:15]=[C:16]([CH:20]([CH2:24][CH2:25][CH2:26][CH3:27])[C:21]([OH:23])=[O:22])[CH:17]=[CH:18][CH:19]=1)=[O:13]. Reported procedure: 2-{3-(5-Carboxy-thieno[2,3-b]thien-2-yl)carbonyl-phenyl}hexanoic acid (12.5 g) and copper powder (1 g) are suspended in quinoline (100 cc) and heated at 165° C. for 35 minutes. The reaction mixture is then heated to 190° C. over a period of 10 minutes, then cooled, poured into a mixture of 12N concentrated aqueous hydrochloric acid (120 cc) and distilled water (400 cc), and extracted three times with methylene chloride (total 300 cc). The combined methylene chloride phases are washed twice with ... The reactants are FC1=CC=C(COC=2C=C(C(=O)O)C=CC2)C=C1 (3-(4-fluoro-benzyloxy)-benzoic acid), NC1C2CC3(CC(CC1C3)C2)O (4-amino-1-hydroxyadamantane). Yields the product FC1=CC=C(COC=2C=C(C(=O)NC3C4CC5CC(CC3C5)(C4)O)C=CC2)C=C1 (3-(4-Fluoro-benzyloxy)-N-(5-hydroxy-adamantan-2-yl)-benzamide). As a reaction SMILES: [F:1][C:2]1[CH:18]=[CH:17][C:5]([CH2:6][O:7][C:8]2[CH:9]=[C:10]([CH:14]=[CH:15][CH:16]=2)[C:11]([OH:13])=O)=[CH:4][CH:3]=1.[NH2:19][CH:20]1[CH:27]2[CH2:28][C:23]3([OH:30])[CH2:24][CH:25]([CH2:29][CH:21]1[CH2:22]3)[CH2:26]2>>[F:1][C:2]1[CH:3]=[CH:4][C:5]([CH2:6][O:7][C:8]2[CH:9]=[C:10]([CH:14]=[CH:15][CH:16]=2)[C:11]([NH:19][CH:20]2[CH:21]3[CH2:29][CH:25]4[CH2:24][C:23]([OH:30])([CH2:28][CH:27]2[CH2:26]4)[CH2:22]3)=[O:13])=[CH:17][CH:18]=1. Reported procedure: Prepared from 3-(4-fluoro-benzyloxy)-benzoic acid and 4-amino-1-hydroxyadamantane. LC-MS (m/z): 296 (M+1).